The task is: describe an organic reaction: reactants, conditions, products, and yield. This data is from the Open Reaction Database (ORD), a public repository of structured organic reaction records. The reactants are COC=1C=C(C=CC1OC)C1=CC(N(C(N1C)=O)C)=S (3,4-dihydro-6-(3,4-dimethoxyphenyl)-1,3-dimethyl-4-thioxo-2(1H)-pyrimidinone), CI (methyl iodide), CC1=C(N)C(=CC(=C1)C)C (2,4,6-trimethylaniline). The solvent is O1CCCC1 (tetrahydrofuran). Product: COC=1C=C(C=CC1OC)C1=CC(N(C(N1C)=O)C)=NC1=C(C=C(C=C1C)C)C (3,4-dihydro-6-(3,4-dimethoxyphenyl)-1,3-dimethyl-4-(2,4,6-trimethylphenylimino)-2(1H)-pyrimidinone). Yield: 70.9%. Reaction SMILES: [CH3:1][O:2][C:3]1[CH:4]=[C:5]([C:11]2[N:16]([CH3:17])[C:15](=[O:18])[N:14]([CH3:19])[C:13](=S)[CH:12]=2)[CH:6]=[CH:7][C:8]=1[O:9][CH3:10].CI.[CH3:23][C:24]1[CH:30]=[C:29]([CH3:31])[CH:28]=[C:27]([CH3:32])[C:25]=1[NH2:26]>O1CCCC1>[CH3:1][O:2][C:3]1[CH:4]=[C:5]([C:11]2[N:16]([CH3:17])[C:15](=[O:18])[N:14]([CH3:19])[C:13](=[N:26][C:25]3[C:27]([CH3:32])=[CH:28][C:29]([CH3:31])=[CH:30][C:24]=3[CH3:23])[CH:12]=2)[CH:6]=[CH:7][C:8]=1[O:9][CH3:10]. Procedure: To a solution of 3,4-dihydro-6-(3,4-dimethoxyphenyl)-1,3-dimethyl-4-thioxo-2(1H)-pyrimidinone (1.51 g) in tetrahydrofuran (150 ml) was added methyl iodide (30 ml) and the mixture was refluxed for 90 minutes. The precipitate was added to 2,4,6-trimethylaniline (6 g) and the mixture was heated at 110°-120° C. for 3 hours. The reaction mixture was washed with a mixture of hexane and diisopropyl ether to remove excess 2,4,6-trimethylaniline. The resulting precipitate was collected by filtration and ... Reactants: IC1=C2C=CC(=NC2=CC=C1)Cl (5-iodo-2-chloroquinoline), CC1=CC=C(O1)CN (5-methyl-2-furanmethanamine), O1CCC(C2=CC=CC=C12)N (3,4-dihydro-2H-chromen-4-ylamine). Reported procedure: The title compound, MS: m/e=386.3 (M+H+), was prepared in accordance with the general method of example 1 from 5-iodo-2-chloroquinoline, 5-methyl-2-furanmethanamine and 3,4-dihydro-2H-chromen-4-ylamine. Product: O1CCC(C2=CC=CC=C12)NC=1C=2C=CC(=NC2C=CC1)NCC=1OC(=CC1)C (rac-N5-Chroman-4-yl-N2-(5-methyl-furan-2-ylmethyl)-quinoline-2,5-diamine). RXN SMILES: I[C:2]1[CH:11]=[CH:10][CH:9]=[C:8]2[C:3]=1[CH:4]=[CH:5][C:6](Cl)=[N:7]2.[CH3:13][C:14]1[O:18][C:17]([CH2:19][NH2:20])=[CH:16][CH:15]=1.[O:21]1[C:30]2[C:25](=[CH:26][CH:27]=[CH:28][CH:29]=2)[CH:24]([NH2:31])[CH2:23][CH2:22]1>>[O:21]1[C:30]2[C:25](=[CH:26][CH:27]=[CH:28][CH:29]=2)[CH:24]([NH:31][C:2]2[C:3]3[CH:4]=[CH:5][C:6]([NH:20][CH2:19][C:17]4[O:18][C:14]([CH3:13])=[CH:15][CH:16]=4)=[N:7][C:8]=3[CH:9]=[CH:10][CH:11]=2)[CH2:23][CH2:22]1. Starting materials: C=CCc1c(OC)ccc2c1CCC(C)(C)C2=O, CC(C)(C)O, [Na+], [Na+], O, O=S([O-])[O-]. Product: COc1ccc2c(c1CC(O)CO)CCC(C)(C)C2=O. RXN SMILES: [CH2:1]([CH:2]=[CH2:3])[c:4]1[c:5]2[c:10]([cH:11][cH:12][c:13]1[O:14][CH3:15])[C:9](=[O:16])[C:8]([CH3:17])([CH3:18])[CH2:7][CH2:6]2.[CH3:19][C:20]([CH3:21])([CH3:22])[OH:23].[Na+:28].[Na+:29].[OH2:30].[S:24]([O-:25])([O-:26])=[O:27]>>[CH2:1]([CH:2]([CH2:3][OH:23])[OH:30])[c:4]1[c:5]2[c:10]([cH:11][cH:12][c:13]1[O:14][CH3:15])[C:9](=[O:16])[C:8]([CH3:17])([CH3:18])[CH2:7][CH2:6]2.